Task: describe an organic reaction: reactants, conditions, products, and yield. Dataset: the Open Reaction Database (ORD), a public repository of structured organic reaction records Starting materials: BrCC1=CC=C(C(=O)OCC)C=C1 (Ethyl 4-(bromomethyl)-benzoate), [I-].[K+] (potassium iodide), ClC=1C=C2C=C(NC2=CC1Cl)CC(F)(F)F (5,6-Dichloro-2-(2,2,2-trifluoro-ethyl)-1H-indole), [H-].[Na+] (NaH), ClC1=CC=CC=2N(C(=NC21)CC(F)(F)F)Cl (dichloro-2-(2,2,2-trifluoro-ethyl)-1H-benzoimidazole), [NH4+].[Cl-] (NH4Cl). The solvent is CN(C)C=O (DMF). Conditions: temperature 0 celsius, time 0.5 hour. Yields the product EtOAc hexanes, C(C)OC(C1=CC=C(C=C1)CN1C(=NC2=C1C=C(C(=C2)Cl)Cl)CC(F)(F)F)=O (4-[5,6-Dichloro-2-(2,2,2-trifluoro-ethyl)-benzoimidazol-1-ylmethyl]-benzoic Acid Ethyl Ester). The yield is 0.0%. Reaction SMILES: [H-].[Na+].ClC1C2N=C(CC(F)(F)F)[N:9](Cl)C=2C=CC=1.[Cl:19][C:20]1[CH:21]=[C:22]2[C:26](=[CH:27][C:28]=1[Cl:29])[NH:25][C:24]([CH2:30][C:31]([F:34])([F:33])[F:32])=C2.Br[CH2:36][C:37]1[CH:47]=[CH:46][C:40]([C:41]([O:43][CH2:44][CH3:45])=[O:42])=[CH:39][CH:38]=1.[I-].[K+].[NH4+].[Cl-]>CN(C=O)C>[CH2:44]([O:43][C:41](=[O:42])[C:40]1[CH:46]=[CH:47][C:37]([CH2:36][N:9]2[C:22]3[CH:21]=[C:20]([Cl:19])[C:28]([Cl:29])=[CH:27][C:26]=3[N:25]=[C:24]2[CH2:30][C:31]([F:32])([F:33])[F:34])=[CH:38][CH:39]=1)[CH3:45] |f:0.1,5.6,7.8|. Procedure details: NaH (60%) 120 mg, 3 mmol) was added into a solution of dichloro-2-(2,2,2-trifluoro-ethyl)-1H-benzoimidazole. 5,6-Dichloro-2-(2,2,2-trifluoro-ethyl)-1H-indole (538 mg, 2 mmol) in DMF (5 ml) at 0° C. The resulting mixture was stirred at 0° C. for half hour. Ethyl 4-(bromomethyl)-benzoate (729.3 mg, 3 mmol) and potassium iodide (498 mg, 3 mmol) were then added to the reaction mixture at 0° C. The reaction temperature was raised to 25° C. and then the reaction mixture was stirred for 18 hours. NH4Cl... Reactants: crude product, C(=O)([O-])[O-].[K+].[K+] (K2CO3), FC1=C(C(=CC(=C1)F)F)O (2,4,6-trifluorophenol), C(C)(C)(C)OC(=O)N1CCC(CC1)C1=C(C=CC=C1)COS(=O)(=O)C (4-(2-Methanesulfonyloxymethylphenyl)piperidine-1-carboxylic acid t-butyl ester). The solvent is CC#N (MeCN). Reaction conditions: temperature 50 celsius, time 6 hour. The product is C(C)(C)(C)OC(=O)N1CCC(CC1)C1=C(C=CC=C1)COC1=C(C=C(C=C1F)F)F (4-[2-(2,4,6-trifluorophenoxymethyl)phenyl]piperidine-1-carboxylic acid t-butyl ester). Isolated yield 86.1%. RXN SMILES: [C:1]([O:5][C:6]([N:8]1[CH2:13][CH2:12][CH:11]([C:14]2[CH:19]=[CH:18][CH:17]=[CH:16][C:15]=2[CH2:20][O:21]S(C)(=O)=O)[CH2:10][CH2:9]1)=[O:7])([CH3:4])([CH3:3])[CH3:2].C([O-])([O-])=O.[K+].[K+].[F:32][C:33]1[CH:38]=[C:37]([F:39])[CH:36]=[C:35]([F:40])[C:34]=1O>CC#N>[C:1]([O:5][C:6]([N:8]1[CH2:13][CH2:12][CH:11]([C:14]2[CH:19]=[CH:18][CH:17]=[CH:16][C:15]=2[CH2:20][O:21][C:34]2[C:33]([F:32])=[CH:38][C:37]([F:39])=[CH:36][C:35]=2[F:40])[CH2:10][CH2:9]1)=[O:7])([CH3:4])([CH3:3])[CH3:2] |f:1.2.3|. Procedure: 4-(2-Methanesulfonyloxymethylphenyl)piperidine-1-carboxylic acid t-butyl ester (27.0 g, 60.6 mmol, 1.0 eq.) was dissolved in MeCN (540 mL) and added to K2CO3 (25 g, 180 mmol, 3.0 eq.) and 2,4,6-trifluorophenol (13.5 g, 90.9 mmol, 1.5 eq.). The mixture was vigorously stirred at 50° C. for 6 hours, removed from the heat, and stirred overnight. The mixture was cooled at room temperature, and diluted with EtOAc (700 mL) and water (700 mL). The phases were separated, and the organic layer was washed ... Conditions: time 1 hour. The product is O1C(OCC1)CCCCCCCCOC=1C=C(C=CC1)C(O)C1=CC=CC=C1 ((3-(8-(1,3-Dioxolan-2-yl)octyloxy)phenyl)(phenyl)methanol). The solvent is C(C)O (ethanol). Procedure details: To a solution of (3-(8-(1,3-dioxolan-2-yl)octyloxy)phenyl)(phenyl)methanone (4.73 g, 12.35 mmol) in ethanol (100 mL) at 0° C., sodium borohydride (1.88 g, 49.42 mmol) was added portion wise. The coolant was removed, and the reaction mixture was allowed to warm to RT and stirred for 1 hour. The reaction mixture was quenched with water (30 mL) at 0° C. and then concentrated under reduced pressure. The crude material was dissolved in DCM and washed with saturated aqueous ammonium chloride, dried (s... Isolated yield 91.2%. Reactants: O1C(OCC1)CCCCCCCCOC=1C=C(C=CC1)C(=O)C1=CC=CC=C1 ((3-(8-(1,3-dioxolan-2-yl)octyloxy)phenyl)(phenyl)methanone), [BH4-].[Na+] (sodium borohydride). As a reaction SMILES: [O:1]1[CH2:5][CH2:4][O:3][CH:2]1[CH2:6][CH2:7][CH2:8][CH2:9][CH2:10][CH2:11][CH2:12][CH2:13][O:14][C:15]1[CH:16]=[C:17]([C:21]([C:23]2[CH:28]=[CH:27][CH:26]=[CH:25][CH:24]=2)=[O:22])[CH:18]=[CH:19][CH:20]=1.[BH4-].[Na+]>C(O)C>[O:1]1[CH2:5][CH2:4][O:3][CH:2]1[CH2:6][CH2:7][CH2:8][CH2:9][CH2:10][CH2:11][CH2:12][CH2:13][O:14][C:15]1[CH:16]=[C:17]([CH:21]([C:23]2[CH:28]=[CH:27][CH:26]=[CH:25][CH:24]=2)[OH:22])[CH:18]=[CH:19][CH:20]=1 |f:1.2|. Starting materials: O=C([O-])[O-], CC1CN(C(=O)CCl)C(C)CN1Cc1ccc(F)cc1, O=Cc1cc(Cl)ccc1O, [I-], [K+], [K+], [K+], CN(C)C=O. The product is CC1CN(C(=O)COc2ccc(Cl)cc2C=O)C(C)CN1Cc1ccc(F)cc1. RXN SMILES: [C:31](=[O:32])([O-:33])[O-:34].[Cl:1][CH2:2][C:3](=[O:4])[N:5]1[CH:6]([CH3:20])[CH2:7][N:8]([CH2:12][c:13]2[cH:14][cH:15][c:16]([F:19])[cH:17][cH:18]2)[CH:9]([CH3:11])[CH2:10]1.[Cl:21][c:22]1[cH:23][cH:24][c:25]([OH:30])[c:26]([CH:27]=[O:28])[cH:29]1.[I-:38].[K+:35].[K+:36].[K+:37].[O:39]=[CH:40][N:41]([CH3:42])[CH3:43]>>[CH2:2]([C:3](=[O:4])[N:5]1[CH:6]([CH3:20])[CH2:7][N:8]([CH2:12][c:13]2[cH:14][cH:15][c:16]([F:19])[cH:17][cH:18]2)[CH:9]([CH3:11])[CH2:10]1)[O:30][c:25]1[cH:24][cH:23][c:22]([Cl:21])[cH:29][c:26]1[CH:27]=[O:28]. Starting materials: ClC1=CC=2N(C3=CC=CC=C3S(C2C=C1)=O)C(CCN1C=NC=C1)=O (2-chloro-10-[3-(imidazol-1-yl)-propionyl]-phenothiazine-5-oxide), OO (H2O2). The solvent is C(C)(=O)O (acetic acid). Run at time 3 hour. The product is ClC1=CC=2N(C3=CC=CC=C3S(C2C=C1)(=O)=O)C(CCN1C=NC=C1)=O (2-chloro-10-[3-(imidazol-1-yl)-propionyl]-phenothiazine-5,5-dioxide). RXN SMILES: [Cl:1][C:2]1[CH:15]=[CH:14][C:13]2[S:12](=[O:16])[C:11]3[C:6](=[CH:7][CH:8]=[CH:9][CH:10]=3)[N:5]([C:17](=[O:25])[CH2:18][CH2:19][N:20]3[CH:24]=[CH:23][N:22]=[CH:21]3)[C:4]=2[CH:3]=1.[OH:26]O>C(O)(=O)C>[Cl:1][C:2]1[CH:15]=[CH:14][C:13]2[S:12](=[O:26])(=[O:16])[C:11]3[C:6](=[CH:7][CH:8]=[CH:9][CH:10]=3)[N:5]([C:17](=[O:25])[CH2:18][CH2:19][N:20]3[CH:24]=[CH:23][N:22]=[CH:21]3)[C:4]=2[CH:3]=1. Procedure: A mixture of 1 g of 2-chloro-10-[3-(imidazol-1-yl)-propionyl]-phenothiazine-5-oxide, 4 ml of 30% H2O2 and 40 ml of acetic acid is stirred for 3 hours at 45° and is worked up in the customary manner to give 2-chloro-10-[3-(imidazol-1-yl)-propionyl]-phenothiazine-5,5-dioxide, melting point 134°-135° (decomposition). Hydrochloride, melting point 200°-201°. The reactants are FC=1C=C2C(=C(/C(/C2=CC1)=C/C1=CC=C(C=C1)S(=O)(=O)C)C)CN=C=O ((Z)-5-Fluoro-2-methyl-1-(p-methylsulfonylbenzylidene)inden-3-ylmethyl isocyanate), C(C)(C)N (isopropylamine). Solvent: CCCCCC (n-hexane), C1(=CC=CC=C1)C (toluene). The product is FC=1C=C2C(=C(/C(/C2=CC1)=C/C1=CC=C(C=C1)S(=O)(=O)C)C)CNC(=O)NC(C)C ((Z)-N-{[5-Fluoro-2-methyl-1-(p-methylsulfonylbenzylidene)-inden-3-yl]-methyl}-N′-isopropyl urea). The yield is 750.0%. Reaction SMILES: [F:1][C:2]1[CH:3]=[C:4]2[C:8](=[CH:9][CH:10]=1)/[C:7](=[CH:11]\[C:12]1[CH:17]=[CH:16][C:15]([S:18]([CH3:21])(=[O:20])=[O:19])=[CH:14][CH:13]=1)/[C:6]([CH3:22])=[C:5]2[CH2:23][N:24]=[C:25]=[O:26].[CH:27]([NH2:30])([CH3:29])[CH3:28]>C1(C)C=CC=CC=1.CCCCCC>[F:1][C:2]1[CH:3]=[C:4]2[C:8](=[CH:9][CH:10]=1)/[C:7](=[CH:11]\[C:12]1[CH:17]=[CH:16][C:15]([S:18]([CH3:21])(=[O:19])=[O:20])=[CH:14][CH:13]=1)/[C:6]([CH3:22])=[C:5]2[CH2:23][NH:24][C:25]([NH:30][CH:27]([CH3:29])[CH3:28])=[O:26]. Reported procedure: To a solution of the isocyanate from Step 1 in toluene was added 1.2 equivalent of isopropylamine. The reaction mixture was kept under reflux for 1 h. After having been cooled to room temperature, the mixture was diluted with n-hexane to form a yellow precipitate, which was filtered off, and was recrystallized from CH2Cl2, to give the title compound as a yellow solid (750%), mp: 217° C. Yields the product BrC1=CC=C(C=N1)C(CC)O (1-(6-bromo-pyridin-3-yl)-propan-1-ol). The solvent is [Cl-].[NH4+] (ammonium chloride), C1CCOC1 (THF). The reactants are BrC1=CC=C(C=N1)C=O (6-bromo-pyridine-3-carbaldehyde), C1(=CC=CC=C1)C (toluene), solution, C(C)[Mg]Cl (ethylmagnesium chloride), CCOCC (ether), ethyl acetate-hexanes. Reaction SMILES: [Br:1][C:2]1[N:7]=[CH:6][C:5]([CH:8]=[O:9])=[CH:4][CH:3]=1.[CH3:10][CH2:11]OCC.C1(C)C=CC=CC=1.C([Mg]Cl)C>C1COCC1.[Cl-].[NH4+]>[Br:1][C:2]1[N:7]=[CH:6][C:5]([CH:8]([OH:9])[CH2:10][CH3:11])=[CH:4][CH:3]=1 |f:5.6|. Conditions: time 4 hour. Reported procedure: To a chilled (ice bath) solution of 6-bromo-pyridine-3-carbaldehyde (15.0 g, 80.64 mmol) in a 1:1 mixture of ether:toluene (400 mL) was added a 2 M solution of ethylmagnesium chloride (40.0 mL, 80.0 mmol) in THF over a 15 minute period. The reaction was monitored by TLC (ethyl acetate-hexanes 3:7). After 4 hours, the mixture was diluted with saturated aqueous ammonium chloride (300 mL) and the organic phase separated. The aqueous layer was extracted with ethyl acetate (2×100 mL). The combined or... The reactants are O=C([O-])[O-], C1CCOC1, CCOC(C)=O, COC(=O)c1cc(Cl)nc(C=O)c1, [Na+], [Na+], O, c1ccc(P(c2ccccc2)(c2ccccc2)[Pd](P(c2ccccc2)(c2ccccc2)c2ccccc2)(P(c2ccccc2)(c2ccccc2)c2ccccc2)P(c2ccccc2)(c2ccccc2)c2ccccc2)cc1, OB(O)c1ccco1. Yields the product COC(=O)c1cc(C=O)nc(-c2ccco2)c1. Reaction SMILES: [C:22](=[O:23])([O-:24])[O-:25].[CH2:35]1[O:36][CH2:37][CH2:38][CH2:39]1.[CH3:28][CH2:29][O:30][C:31]([CH3:32])=[O:33].[Cl:1][c:2]1[cH:3][c:4]([C:5](=[O:6])[O:7][CH3:8])[cH:9][c:10]([CH:12]=[O:13])[n:11]1.[Na+:26].[Na+:27].[OH2:34].[cH:40]1[cH:41][cH:42][c:43]([P:44]([Pd:45]([P:46]([c:47]2[cH:48][cH:49][cH:50][cH:51][cH:52]2)([c:53]2[cH:54][cH:55][cH:56][cH:57][cH:58]2)[c:59]2[cH:60][cH:61][cH:62][cH:63][cH:64]2)([P:65]([c:66]2[cH:67][cH:68][cH:69][cH:70][cH:71]2)([c:72]2[cH:73][cH:74][cH:75][cH:76][cH:77]2)[c:78]2[cH:79][cH:80][cH:81][cH:82][cH:83]2)[P:84]([c:85]2[cH:86][cH:87][cH:88][cH:89][cH:90]2)([c:91]2[cH:92][cH:93][cH:94][cH:95][cH:96]2)[c:97]2[cH:98][cH:99][cH:100][cH:101][cH:102]2)([c:103]2[cH:104][cH:105][cH:106][cH:107][cH:108]2)[c:109]2[cH:110][cH:111][cH:112][cH:113][cH:114]2)[cH:115][cH:116]1.[o:14]1[c:15]([B:19]([OH:20])[OH:21])[cH:16][cH:17][cH:18]1>>[c:2]1(-[c:15]2[o:14][cH:18][cH:17][cH:16]2)[cH:3][c:4]([C:5](=[O:6])[O:7][CH3:8])[cH:9][c:10]([CH:12]=[O:13])[n:11]1.